This data is from the Open Reaction Database (ORD), a public repository of structured organic reaction records. The task is: describe an organic reaction: reactants, conditions, products, and yield Reactants: FC(C(=O)O)(F)F (Trifluoroacetic acid), C(C)(C)(C)OC(=O)NCCCOC=1C=C2CC[C@H](C2=CC1)CC(=O)OCC (ethyl ((1S)-5-{3-[(tert-butoxycarbonyl)amino]propoxy}-2,3-dihydro-1H-inden-1-yl)acetate). The solvent is C(Cl)Cl (CH2Cl2). Conditions: time 18 hour. Product: FC(C(=O)O)(F)F.NCCCOC=1C=C2CC[C@H](C2=CC1)CC(=O)OCC (ethyl [(1S)-5-(3-aminopropoxy)-2,3-dihydro-1H-inden-1-yl]acetate trifluoroacetate). Isolated yield 107.0%. Reaction SMILES: [F:1][C:2]([F:7])([F:6])[C:3]([OH:5])=[O:4].C(OC([NH:15][CH2:16][CH2:17][CH2:18][O:19][C:20]1[CH:21]=[C:22]2[C:26](=[CH:27][CH:28]=1)[C@H:25]([CH2:29][C:30]([O:32][CH2:33][CH3:34])=[O:31])[CH2:24][CH2:23]2)=O)(C)(C)C>C(Cl)Cl>[F:1][C:2]([F:7])([F:6])[C:3]([OH:5])=[O:4].[NH2:15][CH2:16][CH2:17][CH2:18][O:19][C:20]1[CH:21]=[C:22]2[C:26](=[CH:27][CH:28]=1)[C@H:25]([CH2:29][C:30]([O:32][CH2:33][CH3:34])=[O:31])[CH2:24][CH2:23]2 |f:3.4|. Reported procedure: Trifluoroacetic acid (4.03 mL, 51.9 mmol) was added to a solution of ethyl ((1S)-5-{3-[(tert-butoxycarbonyl)amino]propoxy}-2,3-dihydro-1H-inden-1-yl)acetate (Example 262, 2.47 g, 6.54 mmol) in CH2Cl2 (32 mL). The mixture was stirred at rt for 18 h, and then concentrated under reduced pressure to give the product as a viscous oil (2.74 g, 94%). 1H NMR (400 MHz, CD2Cl2) δ 7.86 (b, 3H), 7.05 (d, 1H), 6.76 (d, 1H), 6.68 (dd, 1H), 4.15 (q, 2H), 4.08 (t, 2H), 3.49 (qt, 1H), 3.32-3.20 (m, 2H), 2.92-2.7... The reactants are CCCCCN1C(=O)C(c2ccc3c(c2)OCO3)(C(C)C(=O)[O-])c2ccccc21, CCCCCN1C(=O)C(CCC(=O)OC)(c2ccc3c(c2)OCO3)c2ccccc21. Product: CCCCCN1C(=O)C(CCC(=O)O)(c2ccc3c(c2)OCO3)c2ccccc21. RXN SMILES: [CH3:1][CH:2]([C:3]1([c:4]2[cH:5][cH:6][c:7]3[c:11]([cH:12]2)[O:10][CH2:9][O:8]3)[c:13]2[c:14]([cH:15][cH:16][cH:17][cH:18]2)[N:19]([CH2:20][CH2:21][CH2:22][CH2:23][CH3:24])[C:25]1=[O:26])[C:27]([O-:28])=[O:29].[O:30]1[CH2:31][O:32][c:33]2[c:34]1[cH:35][cH:36][c:37]([C:39]1([CH2:54][CH2:55][C:56](=[O:57])[O:58][CH3:59])[C:40](=[O:53])[N:41]([CH2:48][CH2:49][CH2:50][CH2:51][CH3:52])[c:42]3[cH:43][cH:44][cH:45][cH:46][c:47]31)[cH:38]2>>[O:30]1[CH2:31][O:32][c:33]2[c:34]1[cH:35][cH:36][c:37]([C:39]1([CH2:54][CH2:55][C:56](=[O:57])[OH:58])[C:40](=[O:53])[N:41]([CH2:48][CH2:49][CH2:50][CH2:51][CH3:52])[c:42]3[cH:43][cH:44][cH:45][cH:46][c:47]31)[cH:38]2. Starting materials: CC(C)(C)C#CC(C#CC1=CC=CC=C1)O (1-(1,1-dimethylethyl)-5-phenyl-1,4-pentadiyn-3-ol). Reagents/catalysts: [O-2].[O-2].[Mn+4] (Manganese dioxide). Run in C(Cl)Cl (DCM), ClCCl (dichloromethane). Yields the product CC(C)(C)C#CC(C#CC1=CC=CC=C1)=O (1-(1 1-Dimethylethyl)-5-phenyl-1,4-pentadiyn-3-al). The yield is 95.0%. Reaction SMILES: [CH3:1][C:2]([C:5]#[C:6][CH:7]([OH:16])[C:8]#[C:9][C:10]1[CH:15]=[CH:14][CH:13]=[CH:12][CH:11]=1)([CH3:4])[CH3:3]>ClCCl.[O-2].[O-2].[Mn+4]>[CH3:4][C:2]([C:5]#[C:6][C:7](=[O:16])[C:8]#[C:9][C:10]1[CH:11]=[CH:12][CH:13]=[CH:14][CH:15]=1)([CH3:1])[CH3:3] |f:2.3.4|. Procedure: (C15H14O), FW=210.27 g/mol. 1-(1,1-dimethylethyl)-5-phenyl-1,4-pentadiyn-3-ol (5.46 g, 25.6 mmol) was dissolved in dichloromethane (134 mL). Manganese dioxide (13.42 g, 154 mmol) was added and the reaction was heated to reflux for 45 minutes. The reaction mixture was cooled and filtered through celite and concentrated. The orange liquid was obtained in 95% yield. Rf 0.72 (DCM) 1H NMR (500 MHz, CDCl3, ppm) d 7.59 (d, 2H, J=7.3 Hz), 7.46 (t, 1H, J=7.3 Hz), 7.38 (t, 2H, J=7.3 Hz) 1.32 (s, 9H); 13C ... Starting materials: O=C([O-])O, CCOC(=O)c1cc2cc(C#N)ccc2[nH]1, CCO, Cl, NO, [Na+]. The product is CCOC(=O)c1cc2cc(C(=N)NO)ccc2[nH]1. RXN SMILES: [C:4](=[O:5])([OH:6])[O-:7].[C:9](#[N:10])[c:11]1[cH:12][c:13]2[cH:14][c:15]([C:20](=[O:21])[O:22][CH2:23][CH3:24])[nH:16][c:17]2[cH:18][cH:19]1.[CH3:25][CH2:26][OH:27].[ClH:1].[NH2:2][OH:3].[Na+:8]>>[NH:2]([OH:3])[C:9](=[NH:10])[c:11]1[cH:12][c:13]2[cH:14][c:15]([C:20](=[O:21])[O:22][CH2:23][CH3:24])[nH:16][c:17]2[cH:18][cH:19]1. The reactants are CC(C)(C)OC(=O)C=Cc1ccc(C(=O)O)cc1, CCN(C(C)C)C(C)C, CCN=C=NCCCN(C)C, CN(C)C=O, Clc1ccc(C2NCCc3sccc32)cc1, Cl, O. Product: CC(C)(C)OC(=O)C=Cc1ccc(C(=O)N2CCc3sccc3C2c2ccc(Cl)cc2)cc1. Reaction SMILES: [C:1]([CH3:2])([CH3:3])([CH3:4])[O:5][C:6](=[O:7])[CH:8]=[CH:9][c:10]1[cH:11][cH:12][c:13]([C:14](=[O:15])[OH:16])[cH:17][cH:18]1.[CH2:47]([N:48]([CH:49]([CH3:50])[CH3:51])[CH:52]([CH3:53])[CH3:54])[CH3:55].[CH3:20][N:21]([CH3:22])[CH2:23][CH2:24][CH2:25][N:26]=[C:27]=[N:28][CH2:29][CH3:30].[CH3:56][N:57]([CH3:58])[CH:59]=[O:60].[Cl:31][c:32]1[cH:33][cH:34][c:35]([CH:38]2[NH:39][CH2:40][CH2:41][c:42]3[c:43]2[cH:44][cH:45][s:46]3)[cH:36][cH:37]1.[ClH:19].[OH2:61]>>[C:1]([CH3:2])([CH3:3])([CH3:4])[O:5][C:6](=[O:7])[CH:8]=[CH:9][c:10]1[cH:11][cH:12][c:13]([C:14](=[O:16])[N:39]2[CH:38]([c:35]3[cH:34][cH:33][c:32]([Cl:31])[cH:37][cH:36]3)[c:43]3[c:42]([s:46][cH:45][cH:44]3)[CH2:41][CH2:40]2)[cH:17][cH:18]1. Starting materials: CC(C)(CC(=O)O)C(=O)O, Nc1cccc([N+](=O)[O-])c1, Cc1ccccc1C. Yields the product CC1(C)CC(=O)N(c2cccc([N+](=O)[O-])c2)C1=O. Reaction SMILES: [CH3:11][C:12]([C:13](=[O:14])[OH:19])([CH2:16][C:17]([OH:15])=[O:18])[CH3:20].[N+:1](=[O:2])([O-:3])[c:4]1[cH:5][c:6]([NH2:7])[cH:8][cH:9][cH:10]1.[c:21]1([CH3:22])[c:23]([CH3:24])[cH:25][cH:26][cH:27][cH:28]1>>[N+:1](=[O:2])([O-:3])[c:4]1[cH:5][c:6]([N:7]2[C:13](=[O:14])[C:12]([CH3:11])([CH3:20])[CH2:16][C:17]2=[O:18])[cH:8][cH:9][cH:10]1. The reactants are COC(=O)COCC#CCN1C(=O)CCCC1C=CC(=O)Cc1cccc(Cl)c1, Cc1ccccc1. Product: COC(=O)COCC#CCN1C(=O)CCCC1CCC(=O)Cc1cccc(Cl)c1. Reaction SMILES: [CH3:1][O:2][C:3]([CH2:4][O:5][CH2:6][C:7]#[C:8][CH2:9][N:10]1[CH:11]([CH:17]=[CH:18][C:19]([CH2:20][c:21]2[cH:22][c:23]([Cl:27])[cH:24][cH:25][cH:26]2)=[O:28])[CH2:12][CH2:13][CH2:14][C:15]1=[O:16])=[O:29].[CH3:30][c:31]1[cH:32][cH:33][cH:34][cH:35][cH:36]1>>[CH3:1][O:2][C:3]([CH2:4][O:5][CH2:6][C:7]#[C:8][CH2:9][N:10]1[CH:11]([CH2:17][CH2:18][C:19]([CH2:20][c:21]2[cH:22][c:23]([Cl:27])[cH:24][cH:25][cH:26]2)=[O:28])[CH2:12][CH2:13][CH2:14][C:15]1=[O:16])=[O:29]. The reactants are OC1=C(C=CC(=C1)O)[C@@H]1CC(CC[C@H]1CCCO)=O (trans-3-(2,4-dihydroxyphenyl)-4-(3-hydroxypropyl)cyclohexanone), COC(OC)OC (trimethylorthoformate). Reagents/catalysts: S(O)(O)(=O)=O (sulfuric acid). Run in CO (methanol). The product is COC12OC3=C(C(C1)C(CC2)CCCO)C=CC(=C3)O (3,4-Dihydro-2-methoxy-7-hydroxy-2,4-propano-2H-1-benzopyran-9-propanol). Yield: 82.0%. Reaction SMILES: [OH:1][C:2]1[CH:7]=[C:6]([OH:8])[CH:5]=[CH:4][C:3]=1[C@H:9]1[C@H:14]([CH2:15][CH2:16][CH2:17][OH:18])[CH2:13][CH2:12][C:11](=[O:19])[CH2:10]1.[CH3:20]OC(OC)OC>S(=O)(=O)(O)O.CO>[CH3:20][O:19][C:11]12[CH2:12][CH2:13][CH:14]([CH2:15][CH2:16][CH2:17][OH:18])[CH:9]([CH2:10]1)[C:3]1[CH:4]=[CH:5][C:6]([OH:8])=[CH:7][C:2]=1[O:1]2. Procedure details: A solution of 1.5 g. (5.68 mmole) of trans-3-(2,4-dihydroxyphenyl)-4-(3-hydroxypropyl)cyclohexanone in 40 ml. methanol, 6 ml. trimethylorthoformate and 7 drops of concentrated sulfuric acid was stirred at 0° C. for 45 minutes. The reaction was quenched by the addition of excess solid sodium bicarbonate and then evaporated on a rotovapor. The residue was diluted with 300 ml. saturated sodium bicarbonate-300 ml. ether. The ether extract was dried over magnesium sulfate and evaporated. The crude pr... Reactants: O=O (oxygen), [H-].[Na+] (sodium hydride), C(CCC)(=O)OCC (ethyl butyrate), CC(CC)=O (butanone). Solvent: N#N (N2), O (water), O1CCCC1 (tetrahydrofuran). Product: CCC(CC(CCC)=O)=O (3,5-octandione). The yield is 56.3%. Reaction SMILES: O=O.[H-].[Na+].[C:5]([O:10]CC)(=O)[CH2:6][CH2:7][CH3:8].[CH3:13][C:14](=[O:17])[CH2:15][CH3:16]>N#N.O1CCCC1.O>[CH3:16][CH2:15][C:14](=[O:17])[CH2:13][C:5](=[O:10])[CH2:6][CH2:7][CH3:8] |f:1.2|. Procedure details: In N2 atmosphere free of water and oxygen, to a 3-neck flask placed in an ice-bath and equipped with addition funnel and reflux condenser were successively added 0.07 mol sodium hydride and 100 ml tetrahydrofuran. To the mixture was added dropwise a solution of 0.06 mol ethyl butyrate and 0.03 mol butanone with stirring. Upon completing the addition, the mixture was heated refluxing for 4 hours. The solvent and composition with a boiling point below 110° C. were removed by distillation. To the r...